This data is from the Open Reaction Database (ORD), a public repository of structured organic reaction records. The task is: describe an organic reaction: reactants, conditions, products, and yield Reactants: C(C)OC(=O)CCCN1C(=NC2=C1C=CC(=C2)NS(=O)(=O)C=2C=CC=C1C=CC=NC21)COC2=CC=C(C=C2)C(N)=N (1-(3-ethoxycarbonylpropyl)-2-[(4-amidinophenyl)-oxymethyl]-5-(quinoline-8-sulphonylamino)-benzimidazole), [OH-].[Na+] (sodium hydroxide). Product: OC(=O)CCCN1C(=NC2=C1C=CC(=C2)NS(=O)(=O)C=2C=CC=C1C=CC=NC21)COC2=CC=C(C=C2)C(N)=N (1-(3-hydroxycarbonylpropyl)-2-[(4-amidinophenyl)-oxymethyl]-5-(quinoline-8-sulphonylamino)-benzimidazole). Reaction SMILES: C([O:3][C:4]([CH2:6][CH2:7][CH2:8][N:9]1[C:13]2[CH:14]=[CH:15][C:16]([NH:18][S:19]([C:22]3[CH:23]=[CH:24][CH:25]=[C:26]4[C:31]=3[N:30]=[CH:29][CH:28]=[CH:27]4)(=[O:21])=[O:20])=[CH:17][C:12]=2[N:11]=[C:10]1[CH2:32][O:33][C:34]1[CH:39]=[CH:38][C:37]([C:40](=[NH:42])[NH2:41])=[CH:36][CH:35]=1)=[O:5])C.[OH-].[Na+]>>[OH:5][C:4]([CH2:6][CH2:7][CH2:8][N:9]1[C:13]2[CH:14]=[CH:15][C:16]([NH:18][S:19]([C:22]3[CH:23]=[CH:24][CH:25]=[C:26]4[C:31]=3[N:30]=[CH:29][CH:28]=[CH:27]4)(=[O:21])=[O:20])=[CH:17][C:12]=2[N:11]=[C:10]1[CH2:32][O:33][C:34]1[CH:35]=[CH:36][C:37]([C:40](=[NH:41])[NH2:42])=[CH:38][CH:39]=1)=[O:3] |f:1.2|. Procedure details: Prepared analogously to Example 3 from 1-(3-ethoxycarbonylpropyl)-2-[(4-amidinophenyl)-oxymethyl]-5-(quinoline-8-sulphonylamino)-benzimidazole and sodium hydroxide solution. Run in N1=CC=CC=C1 (pyridine). The reactants are resultant mixture, Cl (hydrochloric acid), Cl.NC1(CC(C=2C(=C3C(C=4C=CC=CC4C(C3=C(C2C1)O)=O)=O)O)O)C(C)=O (9-amino-9-acetyl-6,7,11-trihydroxy-7,8,9,10-tetrahydro-5,12-naphthacenedione hydrochloride), C(C)(=O)OC(C)=O (acetic anhydride), ice water. Product: C(C)(=O)C1(CC(C=2C(=C3C(C=4C=CC=CC4C(C3=C(C2C1)OC(C)=O)=O)=O)OC(C)=O)OC(C)=O)NC(=O)C (9-acetyl-9-acetamino-6,7,11-triacetoxy-7,8,9,10-tetrahydro-5,12-naphthacenedione). Procedure: To a mixture of 9-amino-9-acetyl-6,7,11-trihydroxy-7,8,9,10-tetrahydro-5,12-naphthacenedione hydrochloride (550 mg) and anhydrous pyridine (10 ml), acetic anhydride (3 ml) was added thereto while cooling with ice water. The resultant mixture was heated at a temperature of 60° to 65° C. for 30 minutes. The reaction mixture was poured into 3% hydrochloric acid and extracted with chloroform. The chloroform extract was washed with water, a saturated sodium bicarbonate solution and water in order, dr... As a reaction SMILES: Cl.[NH2:2][C:3]1([C:26](=[O:28])[CH3:27])[CH2:20][C:19]2[C:18]([OH:21])=[C:17]3[C:8]([C:9](=[O:23])[C:10]4[CH:11]=[CH:12][CH:13]=[CH:14][C:15]=4[C:16]3=[O:22])=[C:7]([OH:24])[C:6]=2[CH:5]([OH:25])[CH2:4]1.C(O[C:33](=[O:35])[CH3:34])(=O)C.Cl>N1C=CC=CC=1>[C:26]([C:3]1([NH:2][C:33]([CH3:34])=[O:35])[CH2:20][C:19]2[C:18]([O:21][C:18](=[O:21])[CH3:17])=[C:17]3[C:8]([C:9](=[O:23])[C:10]4[CH:11]=[CH:12][CH:13]=[CH:14][C:15]=4[C:16]3=[O:22])=[C:7]([O:24][C:16](=[O:22])[CH3:15])[C:6]=2[CH:5]([O:25][C:9](=[O:23])[CH3:8])[CH2:4]1)(=[O:28])[CH3:27] |f:0.1|.